This data is from the Open Reaction Database (ORD), a public repository of structured organic reaction records. The task is: describe an organic reaction: reactants, conditions, products, and yield Starting materials: [H-].[Na+] (Sodium hydride), CC1=CC=CC2=C1NC(C1=C(N2)N=CC=C1)=O (6,11-dihydro-7-methyl-5H-pyrido[2,3-b][1,5]benzodiazepin-5-one), C(C)I (ethyl iodide). Run in CN(C)C=O (DMF). Conditions: temperature 60 celsius, time 8 hour. Product: C(C)OC=1C2=C(NC3=C(N1)C(=CC=C3)C)N=CC=C2 (5-Ethoxy-7-methyl-11H-pyrido[2,3-b][1,5]benzodiazepine). The yield is 18.2%. RXN SMILES: [H-].[Na+].[CH3:3][C:4]1[C:9]2[NH:10][C:11](=[O:19])[C:12]3[CH:18]=[CH:17][CH:16]=[N:15][C:13]=3[NH:14][C:8]=2[CH:7]=[CH:6][CH:5]=1.[CH2:20](I)[CH3:21]>CN(C=O)C>[CH2:20]([O:19][C:11]1[C:12]2[CH:18]=[CH:17][CH:16]=[N:15][C:13]=2[NH:14][C:8]2[CH:7]=[CH:6][CH:5]=[C:4]([CH3:3])[C:9]=2[N:10]=1)[CH3:21] |f:0.1|. Reported procedure: Sodium hydride (80% oil dispersion, 0.13 g, 5.5 mmol) was added at room temperature to a suspension of 6,11-dihydro-7-methyl-5H-pyrido[2,3-b][1,5]benzodiazepin-5-one (1.12 g, 5.0 mmol) in DMF (20 mL) under argon. The reaction mixture was heated at 60° C. for 1 h and then was cooled in an ice-bath before the addition of ethyl iodide (0.86 g, 5.5 mmol). Stirring was continued at room temperature overnight, followed by warming to 60° C. for 1 h. The solution was concentrated in vacuo to near drynes... Starting materials: COC(C[C@@H]1CC2=C(C=3C=NNC3C(=C2)C(=C)C)CN(C1=O)CC(C)(C)C)=O ([(S)-9-(2,2-Dimethyl-propyl)-4-isopropenyl-8-oxo-3,6,7,8,9,10-hexahydro-2,3,9-triaza-cyclohept[e]inden-7-yl]-acetic acid methyl ester), [H][H] (hydrogen). The reagents and catalysts are [Pd] (palladium on carbon). The solvent is C(C)(=O)OCC (ethyl acetate), CO (methanol). Run at time 1 hour. Yields the product COC(C[C@@H]1CC2=C(C=3C=NNC3C(=C2)C(C)C)CN(C1=O)CC(C)(C)C)=O ([(S)-9-(2,2-Dimethyl-propyl)-4-isopropyl-8-oxo-3,6,7,8,9,10-hexahydro-2,3,9-triaza-cyclohept[e]inden-7-yl]-acetic acid methyl ester). Yield: 90.0%. As a reaction SMILES: [CH3:1][O:2][C:3](=[O:28])[CH2:4][C@H:5]1[C:21](=[O:22])[N:20]([CH2:23][C:24]([CH3:27])([CH3:26])[CH3:25])[CH2:19][C:8]2[C:9]3[CH:10]=[N:11][NH:12][C:13]=3[C:14]([C:16]([CH3:18])=[CH2:17])=[CH:15][C:7]=2[CH2:6]1.[H][H]>C(OCC)(=O)C.CO.[Pd]>[CH3:1][O:2][C:3](=[O:28])[CH2:4][C@H:5]1[C:21](=[O:22])[N:20]([CH2:23][C:24]([CH3:25])([CH3:27])[CH3:26])[CH2:19][C:8]2[C:9]3[CH:10]=[N:11][NH:12][C:13]=3[C:14]([CH:16]([CH3:18])[CH3:17])=[CH:15][C:7]=2[CH2:6]1. Procedure: [(S)-9-(2,2-Dimethyl-propyl)-4-isopropenyl-8-oxo-3,6,7,8,9,10-hexahydro-2,3,9-triaza-cyclohept[e]inden-7-yl]-acetic acid methyl ester (100 mg, 0.26 mmol) was dissolved in a mixture of ethyl acetate (5.0 mL) and methanol (5.0 mL). A catalytic amount of 10% palladium on carbon was added to the mixture. Reaction vessel was placed on a Parr apparatus and charged with 50 psi of hydrogen gas. Reaction shook at room temperature for 1 hour. Mixture was filtered and the filtrate was concentrated to dryne... Reactants: COC(CC(C)(C)N1C=NC(=C1)NC(C(CCC)N)=O)=O (3-[4-(2-Amino-pentanoylamino)-imidazol-1-yl]-3-methyl-butyric acid methyl ester), O[C@H](C(=O)O)C(C)C ((S)-2-hydroxy-3-methyl-butyric acid). Product: COC(CC(C)(C)N1C=NC(=C1)NC(C(CCC)NC(C(C(C)C)O)=O)=O)=O (3-{4-[2-(2-Hydroxy-3-methyl-butyrylamino)-pentanoylamino]-imidazol-1-yl}-3-methyl-butyric acid methyl ester). RXN SMILES: [CH3:1][O:2][C:3](=[O:21])[CH2:4][C:5]([N:8]1[CH:12]=[C:11]([NH:13][C:14](=[O:20])[CH:15]([NH2:19])[CH2:16][CH2:17][CH3:18])[N:10]=[CH:9]1)([CH3:7])[CH3:6].[OH:22][C@@H:23]([CH:27]([CH3:29])[CH3:28])[C:24](O)=[O:25]>>[CH3:1][O:2][C:3](=[O:21])[CH2:4][C:5]([N:8]1[CH:12]=[C:11]([NH:13][C:14](=[O:20])[CH:15]([NH:19][C:24](=[O:25])[CH:23]([OH:22])[CH:27]([CH3:29])[CH3:28])[CH2:16][CH2:17][CH3:18])[N:10]=[CH:9]1)([CH3:6])[CH3:7]. Procedure: 3-[4-(2-Amino-pentanoylamino)-imidazol-1-yl]-3-methyl-butyric acid methyl ester was coupled with (S)-2-hydroxy-3-methyl-butyric acid to provide the title compound: C13 NMR (100 MHz, CDCl3) 13.9, 16.0, 19.1, 19.4, 28.1, 32.2, 35.5, 47.1, 51.9, 52.7, 56.4, 105.1, 131.1, 137.6, 169.6, 170.0, 174.0. Starting materials: ClC1=C(C=CC=C1)C=C(C(=O)C1=CC=C(C=C1)N1C(=NC=2C=NC=CC21)C)C(=O)OCC (3-(2-chlorophenyl)-2-ethoxycarbonyl-1-[4-(2-methylimidazo[4,5-c]pyrid-1-yl)phenyl]prop-2-ene-1-one), S(=O)(=O)(O)O.COC(N)=N (O-methylisourea hydrogen sulphate), C([O-])(O)=O.[Na+] (sodium bicarbonate), O (water). Run in CN(C=O)C (dimethylformamide). Yields the product ClC1=C(C=CC=C1)C1N=C(NC(=C1C(=O)OCC)C1=CC=C(C=C1)N1C(=NC=2C=NC=CC21)C)OC (4-(2-Chlorophenyl)1,4-dihydro-5-ethoxycarbonyl-2-methoxy-6-[4-(2-methylimidazo[4,5-c]pyrid-1-yl)phenyl]pyrimidine). Isolated yield 46.6%. Reaction SMILES: [Cl:1][C:2]1[CH:7]=[CH:6][CH:5]=[CH:4][C:3]=1[CH:8]=[C:9]([C:28]([O:30][CH2:31][CH3:32])=[O:29])[C:10]([C:12]1[CH:17]=[CH:16][C:15]([N:18]2[C:26]3[CH:25]=[CH:24][N:23]=[CH:22][C:21]=3[N:20]=[C:19]2[CH3:27])=[CH:14][CH:13]=1)=O.S(O)(O)(=O)=O.[CH3:38][O:39][C:40](=[NH:42])[NH2:41].C(=O)(O)[O-].[Na+].O>CN(C)C=O>[Cl:1][C:2]1[CH:7]=[CH:6][CH:5]=[CH:4][C:3]=1[CH:8]1[C:9]([C:28]([O:30][CH2:31][CH3:32])=[O:29])=[C:10]([C:12]2[CH:17]=[CH:16][C:15]([N:18]3[C:26]4[CH:25]=[CH:24][N:23]=[CH:22][C:21]=4[N:20]=[C:19]3[CH3:27])=[CH:14][CH:13]=2)[NH:42][C:40]([O:39][CH3:38])=[N:41]1 |f:1.2,3.4|. Procedure details: A mixture of 3-(2-chlorophenyl)-2-ethoxycarbonyl-1-[4-(2-methylimidazo[4,5-c]pyrid-1-yl)phenyl]prop-2-ene-1-one (200 mg --see Preparation 1), O-methylisourea hydrogen sulphate (155 mg) and sodium bicarbonate (240 mg) was heated in dimethylformamide (DMF) (5 ml) at 70° C. for 16 hours. The cooled mixture was poured into water (25 ml) and extracted with ethyl acetate (3×25 ml). The combined organic phases were washed with water, dried (MGSO4), filtered and evaporated and the residue was chromatogr... Reactants: BrC=1C=C(C(=O)N[C@H](CN2C(C3=CC=CC=C3C2=O)=O)CC2=C(C=CC=C2)C(F)(F)F)C=CC1C1=CC=NN1C (3-bromo-N-((1S)-2-(1,3-dioxo-1,3-dihydro-2H-isoindol-2-yl)-1-{[2-(trifluoromethyl)phenyl]methyl}ethyl)-4-(1-methyl-1H-pyrazol-5-yl)benzamide), NN (hydrazine). Run in CO.C1CCOC1 (MeOH THF). Run at time 18 hour. Yields the product NC[C@H](CC1=C(C=CC=C1)C(F)(F)F)NC(C1=CC(=C(C=C1)C1=CC=NN1C)Br)=O (N-((1S)-2-amino-1-{[2-(trifluoromethyl)phenyl]methyl}ethyl)-3-bromo-4-(1-methyl-1H-pyrazol-5-yl)benzamide). Yield: 44.8%. Reaction SMILES: [Br:1][C:2]1[CH:3]=[C:4]([CH:32]=[CH:33][C:34]=1[C:35]1[N:39]([CH3:40])[N:38]=[CH:37][CH:36]=1)[C:5]([NH:7][C@@H:8]([CH2:21][C:22]1[CH:27]=[CH:26][CH:25]=[CH:24][C:23]=1[C:28]([F:31])([F:30])[F:29])[CH2:9][N:10]1C(=O)C2C(=CC=CC=2)C1=O)=[O:6].NN>CO.C1COCC1>[NH2:10][CH2:9][C@@H:8]([NH:7][C:5](=[O:6])[C:4]1[CH:32]=[CH:33][C:34]([C:35]2[N:39]([CH3:40])[N:38]=[CH:37][CH:36]=2)=[C:2]([Br:1])[CH:3]=1)[CH2:21][C:22]1[CH:27]=[CH:26][CH:25]=[CH:24][C:23]=1[C:28]([F:31])([F:30])[F:29] |f:2.3|. Procedure: To a solution of 3-bromo-N-((1S)-2-(1,3-dioxo-1,3-dihydro-2H-isoindol-2-yl)-1-{[2-(trifluoromethyl)phenyl]methyl}ethyl)-4-(1-methyl-1H-pyrazol-5-yl)benzamide (172 mg, 0.28 mmol) in MeOH/THF (4 mL, 1:1) at RT was added hydrazine (0.17 mL, 5.5 mmol). After stirring for 18 h at RT, the reaction solution was concentrated under vacuum and purified via column chromatography (silica, 3% MeOH in DCM (1% NH4OH)) yielding the title compound (60.4 mg, 45%). The reactants are BrBr (bromine), 3g, Cl (hydrogen chloride), N1=CC(=CC=C1)S(=O)(=O)O (3-pyridinesulfonic acid), P(Cl)(Cl)(Cl)(Cl)Cl (phosphorous pentachloride). Run in C(Cl)(Cl)Cl (Chloroform), O (water). Run at time 2 hour. Yields the product BrC=1C=C(C=NC1)S(=O)(=O)O (5-bromo- 3-pyridinesulfonic acid). RXN SMILES: [N:1]1[CH:6]=[CH:5][CH:4]=[C:3]([S:7]([OH:10])(=[O:9])=[O:8])[CH:2]=1.P(Cl)(Cl)(Cl)(Cl)Cl.Cl.[Br:18]Br>O.C(Cl)(Cl)Cl>[Br:18][C:5]1[CH:4]=[C:3]([S:7]([OH:10])(=[O:9])=[O:8])[CH:2]=[N:1][CH:6]=1. Procedure: A mixture of 3g. of 3-pyridinesulfonic acid and 8.5g. of phosphorous pentachloride was heated at 120° C for 1.5 hours. Upon cooling to room temperature, the mixture solidified. Chloroform was added thereto and dry hydrogen chloride gas was introduced. The resulting precipitate was collected by filtration and dried. The crystalline substance obtained was heated with bromine (4g.) at 120° C. for 8 hours and water (60 ml.) was added to the mixture. After stirring at 80° C. for 2 hours, the solution... Reactants: CC(C)(C)OC(=O)N1Cc2cc(NC(=O)c3cccnc3NCc3ccc(F)cn3)ccc2C(C)(C)C1, ClCCl, O=C(O)C(F)(F)F. Product: CC1(C)CNCc2cc(NC(=O)c3cccnc3NCc3ccc(F)cn3)ccc21. Reaction SMILES: [C:8]([O:9][C:10](=[O:11])[N:15]1[CH2:16][c:17]2[cH:18][c:19]([NH:27][C:28](=[O:29])[c:30]3[c:31]([NH:36][CH2:37][c:38]4[n:39][cH:40][c:41]([F:44])[cH:42][cH:43]4)[n:32][cH:33][cH:34][cH:35]3)[cH:20][cH:21][c:22]2[C:23]([CH3:25])([CH3:26])[CH2:24]1)([CH3:12])([CH3:13])[CH3:14].[Cl:45][CH2:46][Cl:47].[F:1][C:2]([F:3])([F:4])[C:5]([OH:6])=[O:7]>>[NH:15]1[CH2:16][c:17]2[cH:18][c:19]([NH:27][C:28](=[O:29])[c:30]3[c:31]([NH:36][CH2:37][c:38]4[n:39][cH:40][c:41]([F:44])[cH:42][cH:43]4)[n:32][cH:33][cH:34][cH:35]3)[cH:20][cH:21][c:22]2[C:23]([CH3:25])([CH3:26])[CH2:24]1. Starting materials: CNN, O, O=CC(=O)c1ccccc1. Yields the product CNN=CC(=O)c1ccccc1. Reaction SMILES: [CH3:1][NH:2][NH2:3].[OH2:14].[c:4]1([C:10](=[O:11])[CH:12]=[O:13])[cH:5][cH:6][cH:7][cH:8][cH:9]1>>[CH3:1][NH:2][N:3]=[CH:12][C:10]([c:4]1[cH:5][cH:6][cH:7][cH:8][cH:9]1)=[O:11].